Dataset: the Open Reaction Database (ORD), a public repository of structured organic reaction records. Task: describe an organic reaction: reactants, conditions, products, and yield Starting materials: CNC(=O)N(O)C1=CC=CC=C1 (1-Methyl-3-phenyl-3-hydroxyurea), [OH-].[Na+] (sodium hydroxide), ClC(=O)OCC (Ethyl chloroformate). Reaction conditions: time 0.5 hour. Product: C1(=CC=CC=C1)N1OC(N(C1=O)C)=O (2-phenyl-4-methyl-1,2,4-oxadiazolidine-3,5-dione). Reaction SMILES: [CH3:1][NH:2][C:3]([N:5]([C:7]1[CH:12]=[CH:11][CH:10]=[CH:9][CH:8]=1)O)=[O:4].[OH-].[Na+].Cl[C:16]([O:18]CC)=[O:17]>>[C:7]1([N:5]2[C:3](=[O:4])[N:2]([CH3:1])[C:16](=[O:17])[O:18]2)[CH:12]=[CH:11][CH:10]=[CH:9][CH:8]=1 |f:1.2|. Reported procedure: 1-Methyl-3-phenyl-3-hydroxyurea (10 g; 0.06 mole) was dissolved in a cooled (10° C.) 2 N aqueous sodium hydroxide (0.068 mole) solution (34 ml.). Ethyl chloroformate (6.3 ml; 0.066 mole) was added dropwise at 10°-15° C. with stirring. The stirring was continued for about 1/2 hour after the addition was completed. The desired compound, which precipitated as formed, was removed by filtration, washed with water and dried. The compound was recrystallized from methanol and dried under vacuum to yield...